This data is from the Open Reaction Database (ORD), a public repository of structured organic reaction records. The task is: describe an organic reaction: reactants, conditions, products, and yield The reactants are C(#N)C=1C=C(C(=O)OC)C=C(C1)C(F)(F)F (methyl 3-cyano-5-(trifluoromethyl)benzoate), [I-].[Li+] (lithium iodide). Run in N1=CC=CC=C1 (pyridine). Conditions: time 30 minute. The product is C(#N)C=1C=C(C(=O)O)C=C(C1)C(F)(F)F (3-cyano-5-(trifluoromethyl)benzoic acid). Isolated yield 92.5%. RXN SMILES: [C:1]([C:3]1[CH:4]=[C:5]([CH:10]=[C:11]([C:13]([F:16])([F:15])[F:14])[CH:12]=1)[C:6]([O:8]C)=[O:7])#[N:2].[I-].[Li+]>N1C=CC=CC=1>[C:1]([C:3]1[CH:4]=[C:5]([CH:10]=[C:11]([C:13]([F:14])([F:15])[F:16])[CH:12]=1)[C:6]([OH:8])=[O:7])#[N:2] |f:1.2|. Reported procedure: A mixture of methyl 3-cyano-5-(trifluoromethyl)benzoate (2.67 g, 0.0105 mol) and lithium iodide (13 g, 0.070 mol) in pyridine (70 mL) was subjected to MWI for 30 min at 100° C. The mixture was concentrated and residue was extracted with EtOAc. The organic solutions were combined, washed with 1N HCl(, water and brine, dried over Na2SO4, filtered, and concentrated. The residue was redissolved in EtOAc, washed by 0.2N HCl and brine, dried and concentrated to give 3-cyano-5-(trifluoromethyl)benzoic ... Starting materials: ClC1=NC=C(C(=N1)NCC=1C(=NC2=C(C=CC=C2C1)Cl)C1=C(C=CC=C1)Cl)F (2-chloro-N-((8-chloro-2-(2-chlorophenyl)-quinolin-3-yl)methyl)-5-fluoropyrimidin-4-amine), C(C1=CC=CC=C1)(C1=CC=CC=C1)=N (benzophenone imine), C1(=CC=CC=C1)P(C1(C(=C2C=CC=CC2=CC1)C1=CC=CC2=CC=CC=C12)P(C1=CC=CC=C1)C1=CC=CC=C1)C1=CC=CC=C1 (rac-2,2-bis(diphenylphosphino)-1,1-binaphthyl), CC(C)([O-])C.[Na+] (sodium tert-butoxide). The reagents and catalysts are C=1C=CC(=CC1)/C=C/C(=O)/C=C/C2=CC=CC=C2.C=1C=CC(=CC1)/C=C/C(=O)/C=C/C2=CC=CC=C2.C=1C=CC(=CC1)/C=C/C(=O)/C=C/C2=CC=CC=C2.[Pd].[Pd] (tris(dibenzylideneacetone)-dipalladium (0)). Run in C1(=CC=CC=C1)C (toluene). Run at temperature 80 celsius, time 19.5 hour. Product: ClC=1C=CC=C2C=C(C(=NC12)C1=C(C=CC=C1)Cl)CNC1=NC(=NC=C1F)N=C(C1=CC=CC=C1)C1=CC=CC=C1 (N4-((8-chloro-2-(2-chlorophenyl)quinolin-3-yl)methyl)-N2-(diphenylmethylene)-5-fluoropyrimidine-2,4-diamine). As a reaction SMILES: Cl[C:2]1[N:7]=[C:6]([NH:8][CH2:9][C:10]2[C:11]([C:21]3[CH:26]=[CH:25][CH:24]=[CH:23][C:22]=3[Cl:27])=[N:12][C:13]3[C:18]([CH:19]=2)=[CH:17][CH:16]=[CH:15][C:14]=3[Cl:20])[C:5]([F:28])=[CH:4][N:3]=1.[C:29](=[NH:42])([C:36]1[CH:41]=[CH:40][CH:39]=[CH:38][CH:37]=1)[C:30]1[CH:35]=[CH:34][CH:33]=[CH:32][CH:31]=1.C1(P(C2C=CC=CC=2)C2(P(C3C=CC=CC=3)C3C=CC=CC=3)CC=C3C(C=CC=C3)=C2C2C3C(=CC=CC=3)C=CC=2)C=CC=CC=1.CC(C)([O-])C.[Na+]>C1C=CC(/C=C/C(/C=C/C2C=CC=CC=2)=O)=CC=1.C1C=CC(/C=C/C(/C=C/C2C=CC=CC=2)=O)=CC=1.C1C=CC(/C=C/C(/C=C/C2C=CC=CC=2)=O)=CC=1.[Pd].[Pd].C1(C)C=CC=CC=1>[Cl:20][C:14]1[CH:15]=[CH:16][CH:17]=[C:18]2[C:13]=1[N:12]=[C:11]([C:21]1[CH:26]=[CH:25][CH:24]=[CH:23][C:22]=1[Cl:27])[C:10]([CH2:9][NH:8][C:6]1[C:5]([F:28])=[CH:4][N:3]=[C:2]([N:42]=[C:29]([C:30]3[CH:35]=[CH:34][CH:33]=[CH:32][CH:31]=3)[C:36]3[CH:41]=[CH:40][CH:39]=[CH:38][CH:37]=3)[N:7]=1)=[CH:19]2 |f:3.4,5.6.7.8.9|. Procedure details: A Schlenk tube was charged with 2-chloro-N-((8-chloro-2-(2-chlorophenyl)-quinolin-3-yl)methyl)-5-fluoropyrimidin-4-amine (0.1027 g, 0.2368 mmol), benzophenone imine (0.04751 ml, 0.2842 mmol), tris(dibenzylideneacetone)-dipalladium (0) (0.05421 g, 0.05920 mmol), rac-2,2-bis(diphenylphosphino)-1,1-binaphthyl (0.1106 g, 0.1776 mmol), sodium tert-butoxide (0.03186 g, 0.3315 mmol), and 2 ml of toluene, and the mixture was purged with argon and stirred at 80° C. After 19.5 hr, the mixture was cooled t... The reactants are ClC1=C(C=C(C=C1)N1CCC(CC1)(C(=O)OC)C)OC (methyl 1-(4-chloro-3-methoxyphenyl)-4-methylpiperidine-4-carboxylate), [H-].[Al+3].[Li+].[H-].[H-].[H-] (lithium aluminum hydride), solution, Na2SO4.10H2O. Run in C1CCOC1 (THF), CCOCC (Et2O), C1CCOC1 (THF). Conditions: time 1 hour. Yields the product ClC1=C(C=C(C=C1)N1CCC(CC1)(C)CO)OC ((1-(4-chloro-3-methoxyphenyl)-4-methylpiperidin-4-yl)methanol). Yield: 101.6%. RXN SMILES: [Cl:1][C:2]1[CH:7]=[CH:6][C:5]([N:8]2[CH2:13][CH2:12][C:11]([CH3:18])([C:14](OC)=[O:15])[CH2:10][CH2:9]2)=[CH:4][C:3]=1[O:19][CH3:20].[H-].[Al+3].[Li+].[H-].[H-].[H-]>C1COCC1.CCOCC>[Cl:1][C:2]1[CH:7]=[CH:6][C:5]([N:8]2[CH2:9][CH2:10][C:11]([CH2:14][OH:15])([CH3:18])[CH2:12][CH2:13]2)=[CH:4][C:3]=1[O:19][CH3:20] |f:1.2.3.4.5.6|. Procedure: A solution of methyl 1-(4-chloro-3-methoxyphenyl)-4-methylpiperidine-4-carboxylate (500 mg, 1.679 mmol) in anhydrous THF (5 mL) and Et2O (10 mL) was treated dropwise with lithium aluminum hydride (3.36 mL of a 1.0 M solution in THF, 3.36 mmol) while the reaction temperature was controlled with a water bath. The mixture was then stirred at RT for 1 h, treated with Na2SO4.10H2O (1 g), stirred vigorously for 30 min and then dried with anhydrous MgSO4. The mixture was filtered and concentrated to gi... The reactants are COCCCCCCCOCCCC(=O)Cl (4-[(7-methoxyheptyl)oxy]butanoyl chloride), COCCCCCCCCCCCC(=O)Cl (12-Methoxy-1-dodecanoyl Chloride), FC(C(=O)O)(F)F.C(C)OC([C@@H](N)[C@@H](C)CC)=O (L-isoleucine ethyl ester trifluoroacetate), C(C)OC([C@@H](N)[C@@H](C)CC)=O (L-Isoleucine Ethyl Ester), C(C1=CC=CC=C1)N (benzylamine), COCCCCCCCOCCCC(=O)Cl (4-[(7-Methoxyheptyl)oxy]butanoyl chloride), 12-methoxy-1-docecanoyl chloride. Yields the product COCCCCCCCOCCCC(=O)N[C@@H]([C@@H](C)CC)C(=O)OCC (N-(4-[(7-Methoxyheptyl)oxy]butanoyl)-L-isoleucine, ethyl ester). RXN SMILES: FC(F)(F)C(O)=O.[CH2:8]([O:10][C:11](=[O:18])[C@H:12]([C@H:14]([CH2:16][CH3:17])[CH3:15])[NH2:13])[CH3:9].C(OC(=O)[C@H]([C@H](CC)C)N)C.C(N)C1C=CC=CC=1.[CH3:38][O:39][CH2:40][CH2:41][CH2:42][CH2:43][CH2:44][CH2:45][CH2:46][O:47][CH2:48][CH2:49][CH2:50][C:51](Cl)=[O:52].COCCCCCCCCCCCC(Cl)=O>>[CH3:38][O:39][CH2:40][CH2:41][CH2:42][CH2:43][CH2:44][CH2:45][CH2:46][O:47][CH2:48][CH2:49][CH2:50][C:51]([NH:13][C@H:12]([C:11]([O:10][CH2:8][CH3:9])=[O:18])[C@H:14]([CH2:16][CH3:17])[CH3:15])=[O:52] |f:0.1|. Reported procedure: The title compound is prepared by the method of Example 14 using L-isoleucine ethyl ester trifluoroacetate [the title product of Example 44] as a reactant instead of benzylamine, and using an equivalent amount of 4-[(7-methoxyheptyl)oxy]butanoyl chloride [the title product of Example 100] instead of 12-methoxy-1-docecanoyl chloride [the title product of Example 11].